From a dataset of the Open Reaction Database (ORD), a public repository of structured organic reaction records. describe an organic reaction: reactants, conditions, products, and yield Reactants: COCC=1N=CN2C1SC=C2 (7-methoxymethylimidazo[5,1-b]thiazole), C(CCC)[Li].CCCCCC (n-butyl lithium n-hexane), C(CCC)[Sn](CCCC)(CCCC)Cl (tri-n-butylstannyl chloride), C(C)(=O)OCC (ethyl acetate). Solvent: C1CCOC1 (THF), C1CCOC1 (THF). Conditions: time 1 hour. The product is COCC=1N=CN2C1SC=C2[Sn](CCCC)(CCCC)CCCC (7-methoxymethyl-3-(tri-n-butylstannyl)imidazo[5,1-b]thiazole). The yield is 35.6%. As a reaction SMILES: [CH3:1][O:2][CH2:3][C:4]1[N:5]=[CH:6][N:7]2[CH:11]=[CH:10][S:9][C:8]=12.C([Li])CCC.CCCCCC.[CH2:23]([Sn:27](Cl)([CH2:32][CH2:33][CH2:34][CH3:35])[CH2:28][CH2:29][CH2:30][CH3:31])[CH2:24][CH2:25][CH3:26].C(OCC)(=O)C>C1COCC1>[CH3:1][O:2][CH2:3][C:4]1[N:5]=[CH:6][N:7]2[C:11]([Sn:27]([CH2:28][CH2:29][CH2:30][CH3:31])([CH2:32][CH2:33][CH2:34][CH3:35])[CH2:23][CH2:24][CH2:25][CH3:26])=[CH:10][S:9][C:8]=12 |f:1.2|. Procedure details: A solution of 925 mg of 7-methoxymethylimidazo[5,1-b]thiazole in anhydrous THF was cooled to −70° C. under the atmosphere of argon and 3.54 ml of a 1.6 N n-butyl lithium/n-hexane solution was slowly added, and the mixture was stirred for 1 hour. To the reaction mixture was slowly added a solution of 1.88 g of tri-n-butylstannyl chloride in 2 ml of anhydrous THF, and the mixture was stirred for further 1.5 hours. After the addition of 100 ml of ethyl acetate, the solvent was removed by distillati... Reactants: BrB(Br)Br, ClCCl, CON=C(C(=O)OC)c1ccccc1Oc1ncnc(Oc2ccccc2Cl)c1F, O. Yields the product CON=C(C(=O)O)c1ccccc1Oc1ncnc(Oc2ccccc2Cl)c1F. Reaction SMILES: [B:1]([Br:2])([Br:3])[Br:4].[Cl:36][CH2:37][Cl:38].[Cl:5][c:6]1[c:7]([O:8][c:9]2[c:10]([F:30])[c:11]([O:15][c:16]3[c:17]([C:22]([C:23](=[O:24])[O:25][CH3:26])=[N:27][O:28][CH3:29])[cH:18][cH:19][cH:20][cH:21]3)[n:12][cH:13][n:14]2)[cH:31][cH:32][cH:33][cH:34]1.[OH2:35]>>[Cl:5][c:6]1[c:7]([O:8][c:9]2[c:10]([F:30])[c:11]([O:15][c:16]3[c:17]([C:22]([C:23](=[O:24])[OH:25])=[N:27][O:28][CH3:29])[cH:18][cH:19][cH:20][cH:21]3)[n:12][cH:13][n:14]2)[cH:31][cH:32][cH:33][cH:34]1. The reactants are [Br-], N#Cc1ccsc1-c1ccc(CBr)cc1, C1CCOC1, CCCC(=O)CC(=O)OCC, CCN(C(C)C)C(C)C, [Li+]. Product: CCCC(=O)C(Cc1ccc(-c2sccc2C#N)cc1)C(=O)OCC. RXN SMILES: [Br-:36].[Br:1][CH2:2][c:3]1[cH:4][cH:5][c:6](-[c:9]2[s:10][cH:11][cH:12][c:13]2[C:14]#[N:15])[cH:7][cH:8]1.[CH2:38]1[O:39][CH2:40][CH2:41][CH2:42]1.[CH3:16][CH2:17][CH2:18][C:19](=[O:20])[CH2:21][C:22](=[O:23])[O:24][CH2:25][CH3:26].[CH:27]([N:28]([CH:29]([CH3:30])[CH3:31])[CH2:32][CH3:33])([CH3:34])[CH3:35].[Li+:37]>>[CH2:2]([c:3]1[cH:4][cH:5][c:6](-[c:9]2[s:10][cH:11][cH:12][c:13]2[C:14]#[N:15])[cH:7][cH:8]1)[CH:21]([C:19]([CH2:18][CH2:17][CH3:16])=[O:20])[C:22](=[O:23])[O:24][CH2:25][CH3:26]. Starting materials: COc1ccc(C(C)N2CCCC2c2ccnc(N3CCc4ccccc43)c2)cc1, O=C(O)C(F)(F)F. The product is c1ccc2c(c1)CCN2c1cc(C2CCCN2)ccn1. Reaction SMILES: [CH3:1][O:2][c:3]1[cH:4][cH:5][c:6]([CH:7]([CH3:8])[N:11]2[CH:12]([c:16]3[cH:17][c:18]([N:22]4[CH2:23][CH2:24][c:25]5[cH:26][cH:27][cH:28][cH:29][c:30]54)[n:19][cH:20][cH:21]3)[CH2:13][CH2:14][CH2:15]2)[cH:9][cH:10]1.[F:31][C:32]([F:33])([F:34])[C:35]([OH:36])=[O:37]>>[NH:11]1[CH:12]([c:16]2[cH:17][c:18]([N:22]3[CH2:23][CH2:24][c:25]4[cH:26][cH:27][cH:28][cH:29][c:30]43)[n:19][cH:20][cH:21]2)[CH2:13][CH2:14][CH2:15]1. As a reaction SMILES: [CH3:20][OH:21].[o:1]1[c:2](-[c:10]2[cH:11][c:12]([N+:17]([O-:18])=[O:19])[c:13]([NH2:16])[cH:14][cH:15]2)[n:3][c:4]2[c:5]1[cH:6][cH:7][cH:8][cH:9]2>>[o:1]1[c:2](-[c:10]2[cH:11][c:12]([NH2:17])[c:13]([NH2:16])[cH:14][cH:15]2)[n:3][c:4]2[c:5]1[cH:6][cH:7][cH:8][cH:9]2. Reactants: CO, Nc1ccc(-c2nc3ccccc3o2)cc1[N+](=O)[O-]. Product: Nc1ccc(-c2nc3ccccc3o2)cc1N. The reactants are c1ccc(P(C2CCCCC2)C2CCCCC2)c(-c2ccccc2P(C2CCCCC2)C2CCCCC2)c1, CN(Cc1ccccc1CNc1cccn2nc(Cl)nc12)S(C)(=O)=O, Nc1ccc(OCCN2CCCC2)cc1. Product: CN(Cc1ccccc1CNc1cccn2nc(Nc3ccc(OCCN4CCCC4)cc3)nc12)S(C)(=O)=O. As a reaction SMILES: [CH:41]1([P:42]([CH:43]2[CH2:44][CH2:45][CH2:46][CH2:47][CH2:48]2)[c:49]2[cH:50][cH:51][cH:52][cH:53][c:54]2-[c:55]2[cH:56][cH:57][cH:58][cH:59][c:60]2[P:61]([CH:62]2[CH2:63][CH2:64][CH2:65][CH2:66][CH2:67]2)[CH:68]2[CH2:69][CH2:70][CH2:71][CH2:72][CH2:73]2)[CH2:74][CH2:75][CH2:76][CH2:77][CH2:78]1.[Cl:1][c:2]1[n:3][n:4]2[c:5]([c:6]([NH:10][CH2:11][c:12]3[c:13]([CH2:14][N:15]([S:16](=[O:17])(=[O:18])[CH3:19])[CH3:20])[cH:21][cH:22][cH:23][cH:24]3)[cH:7][cH:8][cH:9]2)[n:25]1.[N:26]1([CH2:31][CH2:32][O:33][c:34]2[cH:35][cH:36][c:37]([NH2:40])[cH:38][cH:39]2)[CH2:27][CH2:28][CH2:29][CH2:30]1>>[c:2]1([NH:40][c:37]2[cH:36][cH:35][c:34]([O:33][CH2:32][CH2:31][N:26]3[CH2:27][CH2:28][CH2:29][CH2:30]3)[cH:39][cH:38]2)[n:3][n:4]2[c:5]([c:6]([NH:10][CH2:11][c:12]3[c:13]([CH2:14][N:15]([S:16](=[O:17])(=[O:18])[CH3:19])[CH3:20])[cH:21][cH:22][cH:23][cH:24]3)[cH:7][cH:8][cH:9]2)[n:25]1.